This data is from the Open Reaction Database (ORD), a public repository of structured organic reaction records. The task is: describe an organic reaction: reactants, conditions, products, and yield Starting materials: CCCC[SnH](CCCC)CCCC, Cc1ccccc1, CC(C)(C#N)N=NC(C)(C)C#N, Cc1cc(-c2nnn(C)n2)cc(C)c1OCCCn1ncnc1COC(=S)Oc1ccccc1. The product is Cc1cc(-c2nnn(C)n2)cc(C)c1OCCCn1ncnc1C. RXN SMILES: [CH2:47]([SnH:48]([CH2:49][CH2:50][CH2:51][CH3:52])[CH2:53][CH2:54][CH2:55][CH3:56])[CH2:57][CH2:58][CH3:59].[CH3:60][c:61]1[cH:62][cH:63][cH:64][cH:65][cH:66]1.[N:35]#[C:36][C:37]([N:38]=[N:39][C:40]([C:41]#[N:42])([CH3:43])[CH3:44])([CH3:45])[CH3:46].[O:1]([C:2]([O:3][CH2:11][c:12]1[n:13][cH:14][n:15][n:16]1[CH2:17][CH2:18][CH2:19][O:20][c:21]1[c:22]([CH3:34])[cH:23][c:24](-[c:28]2[n:29][n:30][n:31]([CH3:33])[n:32]2)[cH:25][c:26]1[CH3:27])=[S:4])[c:5]1[cH:6][cH:7][cH:8][cH:9][cH:10]1>>[CH3:11][c:12]1[n:13][cH:14][n:15][n:16]1[CH2:17][CH2:18][CH2:19][O:20][c:21]1[c:22]([CH3:34])[cH:23][c:24](-[c:28]2[n:29][n:30][n:31]([CH3:33])[n:32]2)[cH:25][c:26]1[CH3:27]. Starting materials: C(CCCCCCCC)Br (n-nonyl bromide), [K].CC(C)([O-])C (potassium tertbutoxide), FC=1C=C(C=CC1O)C1=NC=C(N=C1)C1=CC=C(C=C1)CCCCCC (2-(3-fluoro-4-hydroxyphenyl)-5-(4-n-hexylphenyl)pyrazine). The solvent is O1CCCC1 (tetrahydrofuran), CS(=O)C (dimethyl sulfoxide), C(C)(=O)OCC (ethyl acetate). Reaction conditions: time 30 minute. The product is FC=1C=C(C=CC1OCCCCCCCCC)C1=NC=C(N=C1)C1=CC=C(C=C1)CCCCCC (2-(3-fluoro-4-n-nonyloxyphenyl)-5-(4-n-hexylphenyl)pyrazine). The yield is 86.1%. As a reaction SMILES: [F:1][C:2]1[CH:3]=[C:4]([C:9]2[CH:14]=[N:13][C:12]([C:15]3[CH:20]=[CH:19][C:18]([CH2:21][CH2:22][CH2:23][CH2:24][CH2:25][CH3:26])=[CH:17][CH:16]=3)=[CH:11][N:10]=2)[CH:5]=[CH:6][C:7]=1[OH:8].[K].CC(C)([O-])C.[CH2:33](Br)[CH2:34][CH2:35][CH2:36][CH2:37][CH2:38][CH2:39][CH2:40][CH3:41]>CS(C)=O.O1CCCC1.C(OCC)(=O)C>[F:1][C:2]1[CH:3]=[C:4]([C:9]2[CH:14]=[N:13][C:12]([C:15]3[CH:20]=[CH:19][C:18]([CH2:21][CH2:22][CH2:23][CH2:24][CH2:25][CH3:26])=[CH:17][CH:16]=3)=[CH:11][N:10]=2)[CH:5]=[CH:6][C:7]=1[O:8][CH2:33][CH2:34][CH2:35][CH2:36][CH2:37][CH2:38][CH2:39][CH2:40][CH3:41] |f:1.2,^1:26|. Procedure details: 0.35 g of the crude 2-(3-fluoro-4-hydroxyphenyl)-5-(4-n-hexylphenyl)pyrazine was dissolved in 3 ml of dimethyl sulfoxide and 3 ml of tetrahydrofuran. To the resulting solution, was added 0.12 g of potassium-tertbutoxide. The obtained mixture was stirred at room temperature for 30 minutes and then 0.22 g of n-nonyl bromide was added thereto. The mixture was stirred at room temperature for additional five hours. Then the reaction mixture was diluted with ethyl acetate, washed with dilute hydrochlo... Starting materials: O1CC(=CC1)C1=CC(=C(C(=C1)F)C=1SC=C(N1)C(=O)OC)F (methyl 2-(4-(2,5-dihydrofuran-3-yl)-2,6-difluorophenyl)thiazole-4-carboxylate), [Li+].[OH-] (LiOH), Cl (HCl). Run in C1CCOC1 (THF), O (water), CCOC(=O)C (EtOAc), CO (MeOH). Run at time 2.5 hour. Yields the product FC1=C(C(=CC(=C1)C1COCC1)F)C=1SC=C(N1)C(=O)O (2-(2,6-difluoro-4-(tetrahydrofuran-3-yl)phenyl)thiazole-4-carboxylic acid). Reaction SMILES: [O:1]1[CH2:5][CH:4]=[C:3]([C:6]2[CH:11]=[C:10]([F:12])[C:9]([C:13]3[S:14][CH:15]=[C:16]([C:18]([O:20]C)=[O:19])[N:17]=3)=[C:8]([F:22])[CH:7]=2)[CH2:2]1.[Li+].[OH-].Cl>CO.C1COCC1.O.CCOC(C)=O>[F:12][C:10]1[CH:11]=[C:6]([CH:3]2[CH2:4][CH2:5][O:1][CH2:2]2)[CH:7]=[C:8]([F:22])[C:9]=1[C:13]1[S:14][CH:15]=[C:16]([C:18]([OH:20])=[O:19])[N:17]=1 |f:1.2|. Procedure details: This mixture was diluted with 30 mL MeOH and ran through an H-cube hydrogenator (1 mL/min, 60 bar, 70 deg C.) to provide, after concentration, methyl 2-(2,6-difluoro-4-(tetrahydrofuran-3-yl)phenyl)thiazole-4-carboxylate (44 mg). This ester was diluted with THF (3 mL) and water (1.5 mL) and LiOH (6.5 mg, 2.0 equiv.) was added. After stirring for 2.5 hours at rt, the mixture was neutralized with 1 N HCl(aq), diluted with EtOAc and washed with brine. The organic extracts were dried (Na2SO4) and con... Reactants: CC(C)([O-])C.[K+] (Potassium tert-butoxide), C(C1=CC=CC=C1)(C1=CC=CC=C1)=NC1C(N(CC1)C)=O (3-(benzhydrylidene-amino)-1-methyl-pyrrolidin-2-one), solution, C(C#C)Br (propargyl bromide), C1(=CC=CC=C1)C (toluene). Solvent: C1CCOC1 (THF), C1CCOC1 (THF). Conditions: temperature -65 celsius, time 1 hour. The product is C(C1=CC=CC=C1)(C1=CC=CC=C1)=NC1(C(N(CC1)C)=O)CC#C (3-(Benzhydrylidene-amino)-1-methyl-3-prop-2-ynyl-pyrrolidin-2-one). Reaction SMILES: [CH3:1][C:2](C)([O-])[CH3:3].[K+].[C:7](=[N:20][CH:21]1[CH2:25][CH2:24][N:23]([CH3:26])[C:22]1=[O:27])([C:14]1[CH:19]=[CH:18][CH:17]=[CH:16][CH:15]=1)[C:8]1[CH:13]=[CH:12][CH:11]=[CH:10][CH:9]=1.C(Br)C#C.C1(C)C=CC=CC=1>C1COCC1>[C:7](=[N:20][C:21]1([CH2:3][C:2]#[CH:1])[CH2:25][CH2:24][N:23]([CH3:26])[C:22]1=[O:27])([C:14]1[CH:19]=[CH:18][CH:17]=[CH:16][CH:15]=1)[C:8]1[CH:13]=[CH:12][CH:11]=[CH:10][CH:9]=1 |f:0.1|. Procedure: Potassium tert-butoxide 1.7M in THF (602.08 mL, 1023.5 mmol) was added dropwise over a period of 2.5 h to a stirred solution of 3-(benzhydrylidene-amino)-1-methyl-pyrrolidin-2-one (259 g, 930.48 mmol) (which may be prepared as described in Description 5) and 80% solution of propargyl bromide in toluene (124.37 mL, 1116.6 mmol) in 3A-molecular-sieve-dried reagent grade THF (1900 mL) at −65° C. under nitrogen, in a 5 L flask equipped with an overhead stirrer. After the addition was complete, the m... Starting materials: [NH4+].[Cl-] (NH4Cl), [Li+].C[Si](C)(C)[N-][Si](C)(C)C (LHMDS), [Si](C)(C)(C(C)(C)C)OCC=1C=C2CCCN(C2=NC1C(OC)OC)C(=O)OC1=CC=CC=C1 (phenyl 6-(((tert-butyldimethylsilyl)oxy)methyl)-7-(dimethoxymethyl)-3,4-dihydro-1,8-naphthyridine-1(2H)-carboxylate), [Si](C)(C)(C(C)(C)C)OCC=1C=C2CCCN(C2=NC1C(OC)OC)C(=O)OC1=CC=CC=C1 (phenyl 6-(((tert-butyldimethylsilyl)oxy)methyl)-7-(dimethoxymethyl)-3,4-dihydro-1,8-naphthyridine-1(2H)-carboxylate), NC1=NC=C(C#N)C(=C1)OCC1OCC1 (6-amino-4-(oxetan-2-ylmethoxy)nicotinonitrile), NC1=NC=C(C#N)C(=C1)OCC1OCC1 (6-amino-4-(oxetan-2-ylmethoxy)nicotinonitrile). Solvent: C1CCOC1 (THF). Conditions: temperature -78 celsius, time 45 minute. Product: ClCCC(COC1=CC(=NC=C1C#N)NC(=O)N1CCCC2=CC(=C(N=C12)C=O)CO)O ((racemic) N-(4-(4-chloro-2-hydroxybutoxy)-5-cyanopyridin-2-yl)-7-formyl-6-(hydroxymethyl)-3,4-dihydro-1,8-naphthyridine-1(2H)-carboxamide). RXN SMILES: [Si]([O:8][CH2:9][C:10]1[CH:11]=[C:12]2[C:17](=[N:18][C:19]=1[CH:20]([O:23]C)OC)[N:16]([C:25]([O:27]C1C=CC=CC=1)=O)[CH2:15][CH2:14][CH2:13]2)(C(C)(C)C)(C)C.[NH2:34][C:35]1[CH:42]=[C:41]([O:43][CH2:44][CH:45]2[CH2:48][CH2:47][O:46]2)[C:38]([C:39]#[N:40])=[CH:37][N:36]=1.[Li+].C[Si]([N-][Si](C)(C)C)(C)C.[NH4+].[Cl-:60]>C1COCC1>[Cl:60][CH2:47][CH2:48][CH:45]([OH:46])[CH2:44][O:43][C:41]1[C:38]([C:39]#[N:40])=[CH:37][N:36]=[C:35]([NH:34][C:25]([N:16]2[C:17]3[C:12](=[CH:11][C:10]([CH2:9][OH:8])=[C:19]([CH:20]=[O:23])[N:18]=3)[CH2:13][CH2:14][CH2:15]2)=[O:27])[CH:42]=1 |f:2.3,4.5|. Reported procedure: Phenyl 6-(((tert-butyldimethylsilyl)oxy)methyl)-7-(dimethoxymethyl)-3,4-dihydro-1,8-naphthyridine-1(2H)-carboxylate (intermediate 38, 105 mg, 0.222 mmol) and 6-amino-4-(oxetan-2-ylmethoxy)nicotinonitrile (intermediate 34A, 54.7 mg, 0.267 mmol) were dissolved in THF (2 ml) under argon. The resulting solution was cooled to −78° C. and treated slowly with LHMDS (1 M in THF, 0.489 ml, 0.498 mmol). The reaction mixture was stirred at −78° C. for 45 min and then slowly warmed up to room temperature. T... Starting materials: [BH4-], [K+], CCC1Cc2cc(OC(=O)c3nnn[nH]3)c(Cl)c(Cl)c2C1, O. Product: CCC1Cc2cc(OC(O)c3nnn[nH]3)c(Cl)c(Cl)c2C1. Reaction SMILES: [BH4-:22].[K+:23].[O:1]=[C:2]([c:3]1[n:4][n:5][n:6][nH:7]1)[O:8][c:9]1[cH:10][c:11]2[c:15]([c:16]([Cl:19])[c:17]1[Cl:18])[CH2:14][CH:13]([CH2:20][CH3:21])[CH2:12]2.[OH2:24]>>[OH:1][CH:2]([c:3]1[n:4][n:5][n:6][nH:7]1)[O:8][c:9]1[cH:10][c:11]2[c:15]([c:16]([Cl:19])[c:17]1[Cl:18])[CH2:14][CH:13]([CH2:20][CH3:21])[CH2:12]2. The reactants are OBO, CCCc1cc(Br)c2ncccc2c1, O=[N+]([O-])c1ccccc1. Product: CCCc1cc(-c2cccc([N+](=O)[O-])c2)c2ncccc2c1. As a reaction SMILES: [BH:15]([OH:16])[OH:17].[CH2:1]([CH2:2][CH3:3])[c:4]1[cH:5][c:6]2[cH:7][cH:8][cH:9][n:10][c:11]2[c:12]([Br:14])[cH:13]1.[N+:18](=[O:19])([O-:20])[c:21]1[cH:22][cH:23][cH:24][cH:25][cH:26]1>>[CH2:1]([CH2:2][CH3:3])[c:4]1[cH:5][c:6]2[cH:7][cH:8][cH:9][n:10][c:11]2[c:12](-[c:25]2[cH:24][cH:23][cH:22][c:21]([N+:18](=[O:19])[O-:20])[cH:26]2)[cH:13]1.